Dataset: the Open Reaction Database (ORD), a public repository of structured organic reaction records. Task: describe an organic reaction: reactants, conditions, products, and yield The reactants are COCOC1CC(C1)(C=1SC=CC1)C1=NN=C2N1CCCCCC2 (3-[3-(Methoxymethoxy)-1-(2-thienyl)cyclobutyl]-5,6,7,8,9,10-hexahydro[1,2,4]triazolo[4,3-a]azocine), BrN1C(CCC1=O)=O (N-bromosuccinimide). Solvent: C(C)(=O)O (acetic acid), C(Cl)(Cl)Cl (chloroform). Conditions: time 7 hour. The product is BrC1=CC=C(S1)C1(CC(C1)OCOC)C1=NN=C2N1CCCCCC2 (3-[1-(5-bromo-2-thienyl)-3-(methoxymethoxy)cyclobutyl]-5,6,7,8,9,10-hexahydro[1,2,4]triazolo[4,3-a]azocine). Yield: 93.1%. Reaction SMILES: [CH3:1][O:2][CH2:3][O:4][CH:5]1[CH2:8][C:7]([C:14]2[N:18]3[CH2:19][CH2:20][CH2:21][CH2:22][CH2:23][CH2:24][C:17]3=[N:16][N:15]=2)([C:9]2[S:10][CH:11]=[CH:12][CH:13]=2)[CH2:6]1.[Br:25]N1C(=O)CCC1=O>C(O)(=O)C.C(Cl)(Cl)Cl>[Br:25][C:11]1[S:10][C:9]([C:7]2([C:14]3[N:18]4[CH2:19][CH2:20][CH2:21][CH2:22][CH2:23][CH2:24][C:17]4=[N:16][N:15]=3)[CH2:8][CH:5]([O:4][CH2:3][O:2][CH3:1])[CH2:6]2)=[CH:13][CH:12]=1. Reported procedure: 3-[3-(Methoxymethoxy)-1-(2-thienyl)cyclobutyl]-5,6,7,8,9,10-hexahydro[1,2,4]triazolo[4,3-a]azocine (343 mg) was dissolved in acetic acid (3 ml) and then N-bromosuccinimide (193 mg) was added, followed by stirring at room temperature for 7 hours under light-shielding. The reaction solution was diluted with chloroform (40 ml) and then washed with water (10 ml), a 1M aqueous sodium hydroxide solution (10 ml), and brine (10 ml). The organic layer was dried and then concentrated under reduced pressur... The reactants are ClC(=O)OC(C)Cl (1-Chloroethyl chloroformate), C(C1=CC=CC=C1)N1CC=2N=C(N=C(C2CC1)NC1=CC=C(C=C1)C(F)(F)F)SC (7-benzyl-N-(4-(trifluoromethyl)phenyl)-5,6,7,8-tetrahydro-2-(methylthio)pyrido[3,4-d]pyrimidin-4-amine), C(C)(C)N(CC)C(C)C (diisopropylethyl amine). Run in ClCCCl (1,2-dichloroethane). Run at time 1 hour. The product is FC(C1=CC=C(C=C1)NC=1C2=C(N=C(N1)SC)CNCC2)(F)F (N-(4-(Trifluoromethyl)phenyl)-5,6,7,8-tetrahydro-2-(methylthio)pyrido[3,4-d]pyrimidin-4-amine). Yield: 66.7%. RXN SMILES: ClC(OC(Cl)C)=O.C([N:15]1[CH2:24][CH2:23][C:22]2[C:21]([NH:25][C:26]3[CH:31]=[CH:30][C:29]([C:32]([F:35])([F:34])[F:33])=[CH:28][CH:27]=3)=[N:20][C:19]([S:36][CH3:37])=[N:18][C:17]=2[CH2:16]1)C1C=CC=CC=1.C(N(C(C)C)CC)(C)C>ClCCCl>[F:34][C:32]([F:33])([F:35])[C:29]1[CH:30]=[CH:31][C:26]([NH:25][C:21]2[C:22]3[CH2:23][CH2:24][NH:15][CH2:16][C:17]=3[N:18]=[C:19]([S:36][CH3:37])[N:20]=2)=[CH:27][CH:28]=1. Procedure: 1-Chloroethyl chloroformate (572 mg, 4 mmol) was added dropwise to a mixture of 7-benzyl-N-(4-(trifluoromethyl)phenyl)-5,6,7,8-tetrahydro-2-(methylthio)pyrido[3,4-d]pyrimidin-4-amine (860 mg, 2 mmol) and diisopropylethyl amine (516 mg, 4 mmol) in 1,2-dichloroethane (5 mL, anhydrous) at 0° C. After addition, the reaction mixture was stirred at room temperature for 1 hr. Solvent was removed in vacuo, residue was dissolved in methanol (10 mL) and was stirred at room temperature overnight. Solvent w... Reactants: CC(=O)OC(C)=O, ClC(Cl)Cl, NNC1=Nc2ccc(Cl)cc2C(c2ccccc2)=NC1. Product: CC(=O)NNC1=Nc2ccc(Cl)cc2C(c2ccccc2)=NC1. As a reaction SMILES: [CH3:21][C:22](=[O:23])[O:24][C:25](=[O:26])[CH3:27].[CH:28]([Cl:29])([Cl:30])[Cl:31].[Cl:1][c:2]1[cH:3][cH:4][c:5]2[c:6]([cH:20]1)[C:7]([c:14]1[cH:15][cH:16][cH:17][cH:18][cH:19]1)=[N:8][CH2:9][C:10]([NH:12][NH2:13])=[N:11]2>>[Cl:1][c:2]1[cH:3][cH:4][c:5]2[c:6]([cH:20]1)[C:7]([c:14]1[cH:15][cH:16][cH:17][cH:18][cH:19]1)=[N:8][CH2:9][C:10]([NH:12][NH:13][C:22]([CH3:21])=[O:23])=[N:11]2. The reactants are O=C(NC1C=2C=CC=CC2CC1)C(F)(F)F. The reagents and catalysts are O=S(=O)([O-])CC=1C=NC(=CC1)C2=NC=C(C=C2)C.CCCC[N+](CCCC)(CCCC)CCCC, O1B(OC(C)(C)C1(C)C)B2OC(C)(C)C(O2)(C)C, C[OH2+].C[OH2+].C1CC=CCCC=C1.C1CC=CCCC=C1.[Ir].[Ir]. Run in O1CCCC1. Run at temperature 50 celsius, time 20 hour. Product: O=C(NC1C2=CC=C(C=C2CC1)B3OC(C)(C)C(O3)(C)C)C(F)(F)F, O=C(NC1C=2C=CC=C(B3OC(C)(C)C(O3)(C)C)C2CC1)C(F)(F)F. Yield: 20.0%. Procedure: Following general procedure F using N‐(2,3‐dihydro‐1H‐inden‐1‐yl)‐2,2,2‐trifluoroacetamide (11a) (57.3 mg, 0.25 mmol), B2pin2 (95 mg, 0.375 mmol), [Ir(COD)OMe]2 (2.5 mg, 0.00375 mmol) and 1a (3.8 mg, 0.0075 mmol) in THF (1.25 mL). The reaction was stirred at 50 °C for 20 hours before cooling and the solventsremoved. Analysis of crude 1 H NMR using internalstandard 1,2‐dimethoxyethane showed 11:18:20:30* dimeta:meta1:meta2:para borylation in 79% yield. The crude product was purified by silica gel... Reactants: C(C)C(C(=O)[O-])(C(=O)[O-])CC (diethylmalonate), [H-].[Na+] (sodium hydride), S(O)(O)(=O)=O (sulfuric acid), 1-N, C([O-])([O-])=O.[Na+].[Na+] (sodium carbonate), ClC1=NC(=NC(=C1)C)C1=NC(=CC=C1)CCC (4-chloro-6-methyl-2-(6-n-propyl-2-pyridinyl)pyrimidine), [OH-].[Na+] (Sodium hydroxide). Run in O1CCCC1 (tetrahydrofuran), O (water), CO (methanol). The product is CC1=NC(=NC(=C1)C)C1=NC(=CC=C1)CCC (4,6-dimethyl-2-(6-n-propyl-2-pyridinyl)pyrimidine). Isolated yield 70.8%. RXN SMILES: [CH2:1](C(CC)(C([O-])=O)C([O-])=O)C.[H-].[Na+].Cl[C:15]1[CH:20]=[C:19]([CH3:21])[N:18]=[C:17]([C:22]2[CH:27]=[CH:26][CH:25]=[C:24]([CH2:28][CH2:29][CH3:30])[N:23]=2)[N:16]=1.[OH-].[Na+].S(=O)(=O)(O)O.C(=O)([O-])[O-].[Na+].[Na+]>O.CO.O1CCCC1>[CH3:1][C:15]1[CH:20]=[C:19]([CH3:21])[N:18]=[C:17]([C:22]2[CH:27]=[CH:26][CH:25]=[C:24]([CH2:28][CH2:29][CH3:30])[N:23]=2)[N:16]=1 |f:1.2,4.5,7.8.9|. Reported procedure: To tetrahydrofuran (30 ml) were added diethylmalonate (0.9 g) and 60 % oily sodium hydride (0.23 g), and then 4-chloro-6-methyl-2-(6-n-propyl-2-pyridinyl)pyrimidine (1 g). The mixture was heated under refluxing for one hour. Sodium hydroxide (0.49 g) solution in water (10 ml) and methanol (10 ml) was added thereto, and the mixture was further heated under refluxing for 20 minutes. After the mixture was left to stand until it was cooled to room temperature, sulfuric acid (0.8 g) was added dropwis... Product: C(C1=CC=CC=C1)N1[C@H](CN[C@@H](C1)C)C1=CC=CC=C1 (trans-1-Benzyl-5-methyl-2-phenyl-piperazine). Starting materials: C(C1=CC=CC=C1)N1C(CNC(C1)C)C (benzyl-2,5-dimethyl-piperazine), C(C)(C)(C)OC(=O)N1[C@H](CN[C@@H](C1)C1=CC=CC=C1)C (trans-2-methyl-5-phenyl-piperazine-1-carboxylic acid tert-butyl ester). RXN SMILES: [CH2:1]([N:8]1[CH2:13][CH:12]([CH3:14])[NH:11][CH2:10][CH:9]1[CH3:15])[C:2]1[CH:7]=[CH:6][CH:5]=[CH:4][CH:3]=1.C(OC(N1[CH2:28][C@@H:27]([C:29]2C=CC=[CH:31][CH:30]=2)NC[C@@H]1C)=O)(C)(C)C>>[CH2:1]([N:8]1[CH2:13][C@@H:12]([CH3:14])[NH:11][CH2:10][C@@H:9]1[C:15]1[CH:31]=[CH:30][CH:29]=[CH:27][CH:28]=1)[C:2]1[CH:7]=[CH:6][CH:5]=[CH:4][CH:3]=1. Reported procedure: trans-1-Benzyl-5-methyl-2-phenyl-piperazine was prepared in analogy to the preparation of benzyl-2,5-dimethyl-piperazine (see above) starting form trans-2-methyl-5-phenyl-piperazine-1-carboxylic acid tert-butyl ester. Starting materials: CC(=O)O[BH-](OC(C)=O)OC(C)=O, CC(=O)O, ClCCl, [Na+], O=C1CCCCC1, Nc1c2ccccc2nn1-c1ccccc1. Product: c1ccc(-n2nc3ccccc3c2NC2CCCCC2)cc1. RXN SMILES: [C:28]([O:29][BH-:30]([O:31][C:32](=[O:33])[CH3:34])[O:35][C:36](=[O:37])[CH3:38])(=[O:39])[CH3:40].[CH3:24][C:25](=[O:26])[OH:27].[Cl:42][CH2:43][Cl:44].[Na+:41].[O:17]=[C:18]1[CH2:19][CH2:20][CH2:21][CH2:22][CH2:23]1.[c:1]1(-[n:7]2[n:8][c:9]3[cH:10][cH:11][cH:12][cH:13][c:14]3[c:15]2[NH2:16])[cH:2][cH:3][cH:4][cH:5][cH:6]1>>[c:1]1(-[n:7]2[n:8][c:9]3[cH:10][cH:11][cH:12][cH:13][c:14]3[c:15]2[NH:16][CH:18]2[CH2:19][CH2:20][CH2:21][CH2:22][CH2:23]2)[cH:2][cH:3][cH:4][cH:5][cH:6]1.